This data is from the Open Reaction Database (ORD), a public repository of structured organic reaction records. The task is: describe an organic reaction: reactants, conditions, products, and yield The reactants are COc1cc(C(=O)Cl)cc(OC)c1OC, COc1cc2c(cc1OC)C1CC(N)CCN1CC2, O, c1ccncc1. Yields the product COc1cc2c(cc1OC)C1CC(NC(=O)c3cc(OC)c(OC)c(OC)c3)CCN1CC2, Cl. RXN SMILES: [CH3:1][O:2][c:3]1[cH:4][c:5]([C:6](=[O:7])[Cl:8])[cH:9][c:10]([O:14][CH3:15])[c:11]1[O:12][CH3:13].[NH2:16][CH:17]1[CH2:18][CH2:19][N:20]2[CH2:21][CH2:22][c:23]3[c:24]([cH:27][c:28]([O:33][CH3:34])[c:29]([O:31][CH3:32])[cH:30]3)[CH:25]2[CH2:26]1.[OH2:35].[cH:36]1[cH:37][cH:38][n:39][cH:40][cH:41]1>>[CH3:1][O:2][c:3]1[cH:4][c:5]([C:6](=[O:7])[NH:16][CH:17]2[CH2:18][CH2:19][N:20]3[CH2:21][CH2:22][c:23]4[c:24]([cH:27][c:28]([O:33][CH3:34])[c:29]([O:31][CH3:32])[cH:30]4)[CH:25]3[CH2:26]2)[cH:9][c:10]([O:14][CH3:15])[c:11]1[O:12][CH3:13].[ClH:8].